Dataset: the Open Reaction Database (ORD), a public repository of structured organic reaction records. Task: describe an organic reaction: reactants, conditions, products, and yield The reactants are C#CC1(O)CCC2(CC1)OCCO2, [Li]CCCC, [Cl-], O=Cc1ccc(Cl)cc1, [NH4+], C1CCOC1. Yields the product OC(C#CC1(O)CCC2(CC1)OCCO2)c1ccc(Cl)cc1. As a reaction SMILES: [C:1](#[CH:2])[C:3]1([OH:13])[CH2:4][CH2:5][C:6]2([O:7][CH2:8][CH2:9][O:10]2)[CH2:11][CH2:12]1.[CH2:14]([Li:15])[CH2:16][CH2:17][CH3:18].[Cl-:28].[Cl:19][c:20]1[cH:21][cH:22][c:23]([CH:24]=[O:25])[cH:26][cH:27]1.[NH4+:29].[O:30]1[CH2:31][CH2:32][CH2:33][CH2:34]1>>[C:1](#[C:2][CH:24]([c:23]1[cH:22][cH:21][c:20]([Cl:19])[cH:27][cH:26]1)[OH:25])[C:3]1([OH:13])[CH2:4][CH2:5][C:6]2([O:7][CH2:8][CH2:9][O:10]2)[CH2:11][CH2:12]1. Reactants: ClC=1C=C(C(C)(C)N(C(CC2=CC=CC=C2)=O)CCC(C)=O)C=CC1 (N-(3-chloro-α,α-dimethylbenzyl)-N-(3-oxobutyl)phenylacetamide), [OH-].[K+] (potassium hydroxide). The solvent is C(C)O (ethanol), C(C)O (ethanol). Yields the product ClC=1C=C(C(C)(C)N2C(C(=C(CC2)C)C2=CC=CC=C2)=O)C=CC1 (1-(3-chloro-α,α-dimethylbenzyl)-4-methyl-3-phenyl-1,2,5,6-tetrahydropyridin-2-one). The yield is 47.6%. RXN SMILES: [Cl:1][C:2]1[CH:3]=[C:4]([CH:23]=[CH:24][CH:25]=1)[C:5]([N:8]([CH2:18][CH2:19][C:20](=O)[CH3:21])[C:9](=[O:17])[CH2:10][C:11]1[CH:16]=[CH:15][CH:14]=[CH:13][CH:12]=1)([CH3:7])[CH3:6].[OH-].[K+]>C(O)C>[Cl:1][C:2]1[CH:3]=[C:4]([CH:23]=[CH:24][CH:25]=1)[C:5]([N:8]1[CH2:18][CH2:19][C:20]([CH3:21])=[C:10]([C:11]2[CH:16]=[CH:15][CH:14]=[CH:13][CH:12]=2)[C:9]1=[O:17])([CH3:7])[CH3:6] |f:1.2|. Reported procedure: 15.0 g (0.042 mol) of N-(3-chloro-α,α-dimethylbenzyl)-N-(3-oxobutyl)phenylacetamide prepared in accordance with the method of Reference Example 10, was dissolved in 100 ml of ethanol, and 1.3 g (0.02 mol) of potassium hydroxide powder was added thereto. The mixture was refluxed under heating for three hours. After completion of the reaction, ethanol as distilled off under reduced pressure, and then ice water was added to the residue and extracted with ethyl acetate. The ethyl acetate layer was w... Starting materials: CC=1C(=NC=C(C1)C)C#N (3,5-dimethylpyridinecarbonitrile), C(C)(=O)C1=NC=CC(=C1)Cl (2-acetyl-4-chloropyridine), Br.BrCC(=O)C1=NC=C(C=C1C)C (2-Bromoacetyl-3,5-dimethylpyridine hydrobromide). Product: C(C)(=O)C1=NC=C(C=C1C)C (2-Acetyl-3,5-dimethylpyridine). As a reaction SMILES: CC1C(C#N)=NC=C(C)C=1.C(C1C=C(Cl)C=CN=1)(=O)C.Br.Br[CH2:23][C:24]([C:26]1[C:31]([CH3:32])=[CH:30][C:29]([CH3:33])=[CH:28][N:27]=1)=[O:25]>>[C:24]([C:26]1[C:31]([CH3:32])=[CH:30][C:29]([CH3:33])=[CH:28][N:27]=1)(=[O:25])[CH3:23] |f:2.3|. Procedure details: The title compound was prepared from 3,5-dimethylpyridinecarbonitrile (K. Takahashi et al., J. Heterocycl. Chem., 1978, 15, 893) according to the procedure for preparing 2-acetyl-4-chloropyridine described in Example 33. 1H-NMR (CDCl3) δ: 8.32 (1H, s), 7.37 (1H, s), 2.69 (3H, s), 2.56 (3H, s), 2.36 (3H, s). 2-Bromoacetyl-3,5-dimethylpyridine hydrobromide: The reactants are COC1=CC=C2CC(N(C2=C1)C1=CC=CC=C1)=O (6-Methoxy-1-phenyl-1,3-dihydro-indol-2-one), ice, CN(C)C=O (DMF), C(Cl)Cl (DCM), P(=O)(Cl)(Cl)Cl (phosphorus oxychloride). The solvent is C(Cl)(Cl)Cl (chloroform), CC(OCC)=O (EA), N1=CC=CC=C1 (pyridine). Yields the product ClC=1N(C2=CC(=CC=C2C1C=O)OC)C1=CC=CC=C1 (2-Chloro-6-methoxy-1-phenyl-1H-indole-3-carbaldehyde). Reaction SMILES: CN(C=O)C.[CH2:6]([Cl:8])Cl.P(Cl)(Cl)(Cl)=O.[CH3:14][O:15][C:16]1[CH:24]=[C:23]2[C:19]([CH2:20][C:21](=[O:31])[N:22]2[C:25]2[CH:30]=[CH:29][CH:28]=[CH:27][CH:26]=2)=[CH:18][CH:17]=1>C(Cl)(Cl)Cl.N1C=CC=CC=1.CC(=O)OCC>[Cl:8][C:6]1[N:22]([C:25]2[CH:30]=[CH:29][CH:28]=[CH:27][CH:26]=2)[C:23]2[C:19]([C:20]=1[CH:21]=[O:31])=[CH:18][CH:17]=[C:16]([O:15][CH3:14])[CH:24]=2. Procedure details: A solution of DMF (2.1 ml) and DCM (2.1 ml) was cooled to 0° C. and stirred under argon. Within 15 min phosphorus oxychloride (2.1 ml, 22.6 mmol) was added and the reaction mixture was stirred for 30 min at 0° C. The compound of step 1 (550 mg, 2.30 mmol), dissolved in chloroform (5.27 ml) and pyridine (1.05 ml), was then added to the cooled solution. The reaction mixture was stirred at room temperature overnight. The mixture was slowly poured into 300 ml of ice, and after a few minutes EA was a...